Task: describe an organic reaction: reactants, conditions, products, and yield. Dataset: the Open Reaction Database (ORD), a public repository of structured organic reaction records Reactants: [AlH4-], COC(=O)CS, O=C1CSCc2cc(C(F)(F)F)ccc2N1, Nc1ccc(C(F)(F)F)cc1, [H-], [Li+], [Na+], O=C(O)C(F)(F)F. Product: FC(F)(F)c1ccc2c(c1)CSCCN2. RXN SMILES: [AlH4-:44].[C:1]([O:2][CH3:3])(=[O:4])[CH2:5][SH:6].[F:16][C:17]([c:18]1[cH:19][cH:20][c:21]2[c:22]([cH:29]1)[CH2:23][S:24][CH2:25][C:26](=[O:28])[NH:27]2)([F:30])[F:31].[F:32][C:33]([F:34])([F:35])[c:36]1[cH:37][cH:38][c:39]([NH2:40])[cH:41][cH:42]1.[H-:7].[Li+:43].[Na+:8].[OH:9][C:10]([C:11]([F:12])([F:13])[F:14])=[O:15]>>[F:16][C:17]([c:18]1[cH:19][cH:20][c:21]2[c:22]([cH:29]1)[CH2:23][S:24][CH2:25][CH2:26][NH:27]2)([F:30])[F:31]. Reactants: CC(=O)O, CC(C)=C(C)C, NC(N)=O, [Na+], [OH-], O, O=S(=O)(O)O. The product is CC(C)C(C)(C)NC(N)=O. Reaction SMILES: [CH3:19][C:20](=[O:21])[OH:22].[CH3:5][C:6]([CH3:7])=[C:8]([CH3:9])[CH3:10].[NH2:1][C:2]([NH2:3])=[O:4].[Na+:17].[OH-:16].[OH2:18].[S:11](=[O:12])(=[O:13])([OH:14])[OH:15]>>[NH:1]([C:2]([NH2:3])=[O:4])[C:6]([CH3:5])([CH3:7])[CH:8]([CH3:9])[CH3:10]. Run in C1CCOC1 (THF). As a reaction SMILES: [CH3:1][O:2][C:3]1([C:23]([O:25]C)=[O:24])[CH2:8][CH2:7][N:6]([CH:9]2[CH2:15][CH2:14][CH2:13][N:12]([C:16]([O:18][C:19]([CH3:22])([CH3:21])[CH3:20])=[O:17])[CH2:11][CH2:10]2)[CH2:5][CH2:4]1.[Li+].[OH-].Cl>C1COCC1>[C:19]([O:18][C:16]([N:12]1[CH2:13][CH2:14][CH2:15][CH:9]([N:6]2[CH2:7][CH2:8][C:3]([O:2][CH3:1])([C:23]([OH:25])=[O:24])[CH2:4][CH2:5]2)[CH2:10][CH2:11]1)=[O:17])([CH3:22])([CH3:21])[CH3:20] |f:1.2|. Reaction conditions: time 8 day. Procedure: tert-butyl 4-[4-methoxy-4-(methoxycarbonyl)piperidin-1-yl]azepane-1-carboxylate (0.06 g, 0.17 mmol) was dissolved in THF (5 mL) at rt and 1M LiOH sol. (0.35 mL) was added. The reaction mixture was stirred at rt for 8 days. The pH was carefully adjusted to pH 6 by addition of concentrated hydrochloric acid, the solvents were removed in vacuo, to give 1-[1-(tert-butoxycarbonyl)azepan-4-yl]-4-methoxypiperidine-4-carboxylic acid which was used crude in subsequent reaction. Reactants: [Li+].[OH-] (LiOH), COC1(CCN(CC1)C1CCN(CCC1)C(=O)OC(C)(C)C)C(=O)OC (tert-butyl 4-[4-methoxy-4-(methoxycarbonyl)piperidin-1-yl]azepane-1-carboxylate), Cl (hydrochloric acid). Yields the product C(C)(C)(C)OC(=O)N1CCC(CCC1)N1CCC(CC1)(C(=O)O)OC (1-[1-(tert-butoxycarbonyl)azepan-4-yl]-4-methoxypiperidine-4-carboxylic acid). The reactants are CCCCCCCOc1ccc(-c2ccc(C(=O)O)cc2)cc1, O=S(Cl)Cl. Yields the product CCCCCCCOc1ccc(-c2ccc(C(=O)O)cc2)cc1, [Cl-]. As a reaction SMILES: [CH2:1]([CH2:2][CH2:3][CH2:4][CH2:5][CH2:6][CH3:7])[O:8][c:9]1[cH:10][cH:11][c:12](-[c:15]2[cH:16][cH:17][c:18]([C:21](=[O:22])[OH:23])[cH:19][cH:20]2)[cH:13][cH:14]1.[S:24]([Cl:25])([Cl:26])=[O:27]>>[CH2:1]([CH2:2][CH2:3][CH2:4][CH2:5][CH2:6][CH3:7])[O:8][c:9]1[cH:10][cH:11][c:12](-[c:15]2[cH:16][cH:17][c:18]([C:21](=[O:22])[OH:23])[cH:19][cH:20]2)[cH:13][cH:14]1.[Cl-:26]. The reactants are CO (methanol), 128g, C1(CCCCC1)C(=O)O (cyclohexylcarboxylic acid), [Mg] (magnesium), [Mg] (magnesium). Run in O (water). Yields the product C1(CCCCC1)C(=O)[O-].[Mg+2].C1(CCCCC1)C(=O)[O-] (magnesium cyclohexylcarboxylate). As a reaction SMILES: [CH:1]1([C:7]([OH:9])=[O:8])[CH2:6][CH2:5][CH2:4][CH2:3][CH2:2]1.CO.[Mg:12]>O>[CH:1]1([C:7]([O-:9])=[O:8])[CH2:6][CH2:5][CH2:4][CH2:3][CH2:2]1.[Mg+2:12].[CH:1]1([C:7]([O-:9])=[O:8])[CH2:6][CH2:5][CH2:4][CH2:3][CH2:2]1 |f:4.5.6|. Reported procedure: 128g of cyclohexylcarboxylic acid was added to a three dm3 flask containing 400 cm3 of methanol and 600 cm3 of water. This mixture was stirred whilst 12.2 g of magnesium metal were added over a period of one hour. The mixture was left stirring overnight, during which time most of the magnesium had been consumed and a white precipitate of magnesium cyclohexylcarboxylate was produced. The flask was then warmed to 60° C. with stirring and the precipitate dissolved to give a clear solution. The clea... Reactants: CCOC(C)=O, CC(O)(CN1CCN(C(=O)OCc2ccc(OC(F)(F)F)cc2)CC1)Cn1cc([N+](=O)[O-])nc1Cl, [H-], [Na+], CN(C)C=O, O. Product: CC1(CN2CCN(C(=O)OCc3ccc(OC(F)(F)F)cc3)CC2)Cn2cc([N+](=O)[O-])nc2O1. Reaction SMILES: [CH3:38][CH2:39][O:40][C:41](=[O:42])[CH3:43].[Cl:1][c:2]1[n:3]([CH2:10][C:11]([CH2:12][N:13]2[CH2:14][CH2:15][N:16]([C:19](=[O:20])[O:21][CH2:22][c:23]3[cH:24][cH:25][c:26]([O:29][C:30]([F:31])([F:32])[F:33])[cH:27][cH:28]3)[CH2:17][CH2:18]2)([CH3:34])[OH:35])[cH:4][c:5]([N+:7](=[O:8])[O-:9])[n:6]1.[H-:36].[Na+:37].[O:45]=[CH:46][N:47]([CH3:48])[CH3:49].[OH2:44]>>[c:2]12[n:3]([cH:4][c:5]([N+:7](=[O:8])[O-:9])[n:6]1)[CH2:10][C:11]([CH2:12][N:13]1[CH2:14][CH2:15][N:16]([C:19](=[O:20])[O:21][CH2:22][c:23]3[cH:24][cH:25][c:26]([O:29][C:30]([F:31])([F:32])[F:33])[cH:27][cH:28]3)[CH2:17][CH2:18]1)([CH3:34])[O:35]2. Starting materials: BrC1=CC=C(O1)CNCC(C)C ((5-bromo-furan-2-ylmethyl)-isobutyl-amine), C(C)(C)N(C(C)C)CC (N,N-diisopropyl ethyl amine), ClC1=C(C=CC=C1)S(=O)(=O)Cl (2-chlorobenzenesulfonylchloride), O (Water). Solvent: ClCCl (dichloromethane). Conditions: time 18 hour. Yields the product BrC1=CC=C(O1)CN(S(=O)(=O)C1=C(C=CC=C1)Cl)CC(C)C (N-(5-bromo-furan-2-ylmethyl)-2-chloro-N-isobutyl-benzenesulfonamide). Isolated yield 136.0%. RXN SMILES: [Br:1][C:2]1[O:6][C:5]([CH2:7][NH:8][CH2:9][CH:10]([CH3:12])[CH3:11])=[CH:4][CH:3]=1.C(N(CC)C(C)C)(C)C.[Cl:22][C:23]1[CH:28]=[CH:27][CH:26]=[CH:25][C:24]=1[S:29](Cl)(=[O:31])=[O:30].O>ClCCl>[Br:1][C:2]1[O:6][C:5]([CH2:7][N:8]([CH2:9][CH:10]([CH3:12])[CH3:11])[S:29]([C:24]2[CH:25]=[CH:26][CH:27]=[CH:28][C:23]=2[Cl:22])(=[O:31])=[O:30])=[CH:4][CH:3]=1. Procedure: To a stirred solution of the crude (5-bromo-furan-2-ylmethyl)-isobutyl-amine from step 1 (686 mg) in dichloromethane (8 mL) were added N,N-diisopropyl ethyl amine (686 mg) and 2-chlorobenzenesulfonylchloride (458 mg). The mixture was stirred for 18 h at r.t. Water was added and the mixture was extracted with dichloromethane. The organic phase was dried (MgSO4), filtered and concentrated under reduced pressure. The product was purified by chromatography (SiO2, cyclohexane/ethyl acetate 4:2) to gi... The reactants are O=C1CCC(=O)N1Br, C=C(OCC)c1cc(=O)oc2cc(Br)ccc12, C1CCOC1, Cc1ccccc1, O. Yields the product O=C(CBr)c1cc(=O)oc2cc(Br)ccc12. As a reaction SMILES: [Br:18][N:19]1[C:20](=[O:21])[CH2:22][CH2:23][C:24]1=[O:25].[Br:1][c:2]1[cH:3][cH:4][c:5]2[c:6]([C:13](=[CH2:14])[O:15][CH2:16][CH3:17])[cH:7][c:8](=[O:12])[o:9][c:10]2[cH:11]1.[CH2:33]1[O:34][CH2:35][CH2:36][CH2:37]1.[CH3:26][c:27]1[cH:28][cH:29][cH:30][cH:31][cH:32]1.[OH2:38]>>[Br:1][c:2]1[cH:3][cH:4][c:5]2[c:6]([C:13](=[O:14])[CH2:15][Br:18])[cH:7][c:8](=[O:12])[o:9][c:10]2[cH:11]1. Reactants: CCOC(=O)C(Cc1ccc(OCC(=O)O)cc1)OCC, CCN=C=NCCCN(C)C, ClCCl, CN(C)c1ccncc1, CCCCCCCNCC1CCCCC1, Cl, Cl. Yields the product CCCCCCCN(CC1CCCCC1)C(=O)COc1ccc(CC(OCC)C(=O)OCC)cc1. RXN SMILES: [CH2:1]([CH3:2])[O:3][CH:4]([CH2:5][c:6]1[cH:7][cH:8][c:9]([O:10][CH2:11][C:12](=[O:13])[OH:14])[cH:15][cH:16]1)[C:17](=[O:18])[O:19][CH2:20][CH3:21].[CH2:39]([N:40]=[C:41]=[N:42][CH2:43][CH2:44][CH2:45][N:46]([CH3:47])[CH3:48])[CH3:49].[CH2:50]([Cl:51])[Cl:52].[CH3:53][N:54]([c:55]1[cH:56][cH:57][n:58][cH:59][cH:60]1)[CH3:61].[CH:23]1([CH2:29][NH:30][CH2:31][CH2:32][CH2:33][CH2:34][CH2:35][CH2:36][CH3:37])[CH2:24][CH2:25][CH2:26][CH2:27][CH2:28]1.[ClH:22].[ClH:38]>>[CH2:1]([CH3:2])[O:3][CH:4]([CH2:5][c:6]1[cH:7][cH:8][c:9]([O:10][CH2:11][C:12](=[O:14])[N:30]([CH2:29][CH:23]2[CH2:24][CH2:25][CH2:26][CH2:27][CH2:28]2)[CH2:31][CH2:32][CH2:33][CH2:34][CH2:35][CH2:36][CH3:37])[cH:15][cH:16]1)[C:17](=[O:18])[O:19][CH2:20][CH3:21]. Reactants: Clc1nc2cccnc2n1Cc1ccccc1, CN1CCNCC1, ClC(Cl)Cl. Product: CN1CCN(c2nc3cccnc3n2Cc2ccccc2)CC1. As a reaction SMILES: [CH2:1]([c:2]1[cH:3][cH:4][cH:5][cH:6][cH:7]1)[n:8]1[c:9]([Cl:17])[n:10][c:11]2[c:12]1[n:13][cH:14][cH:15][cH:16]2.[CH3:18][N:19]1[CH2:20][CH2:21][NH:22][CH2:23][CH2:24]1.[CH:25]([Cl:26])([Cl:27])[Cl:28]>>[CH2:1]([c:2]1[cH:3][cH:4][cH:5][cH:6][cH:7]1)[n:8]1[c:9]([N:22]2[CH2:21][CH2:20][N:19]([CH3:18])[CH2:24][CH2:23]2)[n:10][c:11]2[c:12]1[n:13][cH:14][cH:15][cH:16]2.